This data is from the Open Reaction Database (ORD), a public repository of structured organic reaction records. The task is: describe an organic reaction: reactants, conditions, products, and yield Reactants: Clc1ncccn1, NCCO, O. The product is OCCNc1ncccn1. Reaction SMILES: [Cl:1][c:2]1[n:3][cH:4][cH:5][cH:6][n:7]1.[NH2:8][CH2:9][CH2:10][OH:11].[OH2:12]>>[c:2]1([NH:8][CH2:9][CH2:10][OH:11])[n:3][cH:4][cH:5][cH:6][n:7]1.